From a dataset of the Open Reaction Database (ORD), a public repository of structured organic reaction records. describe an organic reaction: reactants, conditions, products, and yield Starting materials: S1C=CC(C=2NC=3C=CC=CC3C21)=O (thiopyrano [3,2-b]-indol-4(5H)-one), FC1=C(C=CC=C1)[N+](=O)[O-] (o-fluoronitrobenzene). Run at temperature 95 celsius, time 40 hour. Yields the product [N+](=O)([O-])C1=C(C=CC=C1)N1C2=C(C=3C=CC=CC13)SC=CC2=O (5-(o-nitrophenyl)thiopyrano[3,2-b]indol-4(5H)-one). As a reaction SMILES: [S:1]1[C:13]2[C:12]3[CH:11]=[CH:10][CH:9]=[CH:8][C:7]=3[NH:6][C:5]=2[C:4](=[O:14])[CH:3]=[CH:2]1.F[C:16]1[CH:21]=[CH:20][CH:19]=[CH:18][C:17]=1[N+:22]([O-:24])=[O:23]>>[N+:22]([C:17]1[CH:18]=[CH:19][CH:20]=[CH:21][C:16]=1[N:6]1[C:7]2[CH:8]=[CH:9][CH:10]=[CH:11][C:12]=2[C:13]2[S:1][CH:2]=[CH:3][C:4](=[O:14])[C:5]1=2)([O-:24])=[O:23]. Reported procedure: By the same method as described in Example 7, 8.9 g of thiopyrano [3,2-b]-indol-4(5H)-one is alkylated with o-fluoronitrobenzene, except the reaction is stirred for 40 hours at 95° C. The yield of product is 9.2 g, mp 207°-208° C. after recrystallization from ether-hexane. The reactants are O (Water), COC(=O)C=1N(C(=CC1)C1=C(C(=CC=C1)N1C(C2=CC=C(C=C2C=N1)C(C)(C)C)=O)CO)C (5-[3-(6-tert-butyl-1-oxo-1H-phthalazin-2-yl)-2-hydroxymethyl-phenyl]-1-methyl-1H-pyrrole-2-carboxylic acid methyl ester), [OH-].[Na+] (NaOH). Solvent: O1CCOCC1 (dioxane). Conditions: time 5 minute. Yields the product C(C)(C)(C)C=1C=C2C=NN(C(C2=CC1)=O)C=1C(=C(C=CC1)C1=CC=C(N1C)C(=O)O)CO (5-[3-(6-tert-butyl-1-oxo-1H-phthalazin-2-yl)-2-hydroxymethyl-phenyl]-1-methyl-1H-pyrrole-2-carboxylic acid). Isolated yield 77.7%. As a reaction SMILES: O.C[O:3][C:4]([C:6]1[N:7]([CH3:34])[C:8]([C:11]2[CH:16]=[CH:15][CH:14]=[C:13]([N:17]3[N:26]=[CH:25][C:24]4[C:19](=[CH:20][CH:21]=[C:22]([C:27]([CH3:30])([CH3:29])[CH3:28])[CH:23]=4)[C:18]3=[O:31])[C:12]=2[CH2:32][OH:33])=[CH:9][CH:10]=1)=[O:5].[OH-].[Na+]>O1CCOCC1>[C:27]([C:22]1[CH:23]=[C:24]2[C:19](=[CH:20][CH:21]=1)[C:18](=[O:31])[N:17]([C:13]1[C:12]([CH2:32][OH:33])=[C:11]([C:8]3[N:7]([CH3:34])[C:6]([C:4]([OH:5])=[O:3])=[CH:10][CH:9]=3)[CH:16]=[CH:15][CH:14]=1)[N:26]=[CH:25]2)([CH3:30])([CH3:28])[CH3:29] |f:2.3|. Reported procedure: Water (5 mL) was added to a solution of 5-[3-(6-tert-butyl-1-oxo-1H-phthalazin-2-yl)-2-hydroxymethyl-phenyl]-1-methyl-1H-pyrrole-2-carboxylic acid methyl ester (150 mg, 0.337 mmol) in dioxane (5 mL). The mixture was stirred for 5 min and NaOH (40 mg) was added. The reaction mixture was stirred at room temperature for 16 h. The mixture was concentrated under reduced pressure. The residue was extracted with diethyl ether (5 mL×3). The combined organic layers were washed with brine, dried over Na2S... The reactants are NC1=NC=2N(C(=C1)NC1CC1)N=CC2C=O (5-amino-7-(cyclopropylamino)pyrazolo[1,5-a]pyrimidine-3-carbaldehyde), N1C(=O)NC(=O)C1 (hydantoin), N1CCCCC1 (piperidine). The solvent is C(C)O (ethanol). Run at temperature 80 celsius. Product: NC1=NC=2N(C(=C1)NC1CC1)N=CC2C=C2C(NC(N2)=O)=O (5-((5-amino-7-(cyclopropylamino)pyrazolo[1,5-a]pyrimidin-3-yl)methylene)imidazolidine-2,4-dione). Yield: 44.0%. Reaction SMILES: [NH2:1][C:2]1[CH:7]=[C:6]([NH:8][CH:9]2[CH2:11][CH2:10]2)[N:5]2[N:12]=[CH:13][C:14]([CH:15]=O)=[C:4]2[N:3]=1.[NH:17]1[CH2:23][C:21](=[O:22])[NH:20][C:18]1=[O:19].N1CCCCC1>C(O)C>[NH2:1][C:2]1[CH:7]=[C:6]([NH:8][CH:9]2[CH2:10][CH2:11]2)[N:5]2[N:12]=[CH:13][C:14]([CH:15]=[C:23]3[NH:17][C:18](=[O:19])[NH:20][C:21]3=[O:22])=[C:4]2[N:3]=1. Procedure: To 5-amino-7-(cyclopropylamino)pyrazolo[1,5-a]pyrimidine-3-carbaldehyde (75 mg, 0.34 mmol) in 1.0 mL ethanol was added hydantoin (34 mg, 0.34 mmol) and piperidine (33 ul). The reaction was heated at 80° C. overnight. The reaction mixture was cooled to room temperature and yellow precipitate was filtered, washed with ethanol to yield 45 mg (44% yield) Z)-5-((5-amino-7-(cyclopropylamino)pyrazolo[1,5-a]pyrimidin-3-yl)methylene)imidazolidine-2,4-dione. LCMS (M+1=300)